describe an organic reaction: reactants, conditions, products, and yield From a dataset of the Open Reaction Database (ORD), a public repository of structured organic reaction records. Starting materials: COC(=O)c1ccc(O)c(C(C)=O)c1, COC(=O)c1cc(C)ccc1OC, [H-], [Na+], C1COCCO1. The product is COC(=O)c1ccc(O)c(C(=O)CC(=O)c2cc(C)ccc2OC)c1. As a reaction SMILES: [C:1]([CH3:2])(=[O:3])[c:4]1[cH:5][c:6]([C:7](=[O:8])[O:9][CH3:10])[cH:11][cH:12][c:13]1[OH:14].[CH3:15][O:16][c:17]1[c:18]([C:19](=[O:20])[O:21][CH3:22])[cH:23][c:24]([CH3:27])[cH:25][cH:26]1.[H-:28].[Na+:29].[O:30]1[CH2:31][CH2:32][O:33][CH2:34][CH2:35]1>>[C:1]([CH2:2][C:19]([c:18]1[c:17]([O:16][CH3:15])[cH:26][cH:25][c:24]([CH3:27])[cH:23]1)=[O:20])(=[O:3])[c:4]1[cH:5][c:6]([C:7](=[O:8])[O:9][CH3:10])[cH:11][cH:12][c:13]1[OH:14]. Reactants: C1CCOC1, COc1ccc(CCl)cc1, [H-], O=c1nc[nH]c2ccc(I)cc12, [Na+], O. Yields the product COc1ccc(Cn2cnc3ccc(I)cc3c2=O)cc1. As a reaction SMILES: [CH2:26]1[O:27][CH2:28][CH2:29][CH2:30]1.[Cl:15][CH2:16][c:17]1[cH:18][cH:19][c:20]([O:23][CH3:24])[cH:21][cH:22]1.[H-:13].[I:1][c:2]1[cH:3][c:4]2[c:5](=[O:12])[n:6][cH:7][nH:8][c:9]2[cH:10][cH:11]1.[Na+:14].[OH2:25]>>[I:1][c:2]1[cH:3][c:4]2[c:5](=[O:12])[n:6]([CH2:16][c:17]3[cH:18][cH:19][c:20]([O:23][CH3:24])[cH:21][cH:22]3)[cH:7][n:8][c:9]2[cH:10][cH:11]1.